This data is from the Open Reaction Database (ORD), a public repository of structured organic reaction records. The task is: describe an organic reaction: reactants, conditions, products, and yield Reactants: COC([C@@H](NC(CN1C(C(CC1=O)CC1=CC=C(C=C1)C=NN)=O)=O)CC1=CNC2=CC=CC=C12)=O ({3-[4-(aminoiminomethyl)benzyl]-2,5-dioxopyrrolidin-1-yl}acetyl-L-tryptophan methyl ester). Solvent: Cl (HCl). The product is NN=CC1=CC=C(CC2C(N(C(C2)=O)CC(=O)N[C@@H](CC2=CNC3=CC=CC=C23)C(=O)O)=O)C=C1 ({3-[4-(aminoiminomethyl)benzyl]-2,5-dioxopyrrolidin-1-yl}acetyl-L-tryptophan). Yield: 34.3%. RXN SMILES: C[O:2][C:3](=[O:36])[C@H:4]([CH2:26][C:27]1[C:35]2[C:30](=[CH:31][CH:32]=[CH:33][CH:34]=2)[NH:29][CH:28]=1)[NH:5][C:6](=[O:25])[CH2:7][N:8]1[C:12](=[O:13])[CH2:11][CH:10]([CH2:14][C:15]2[CH:20]=[CH:19][C:18]([CH:21]=[N:22][NH2:23])=[CH:17][CH:16]=2)[C:9]1=[O:24]>Cl>[NH2:23][N:22]=[CH:21][C:18]1[CH:19]=[CH:20][C:15]([CH2:14][CH:10]2[CH2:11][C:12](=[O:13])[N:8]([CH2:7][C:6]([NH:5][C@H:4]([C:3]([OH:36])=[O:2])[CH2:26][C:27]3[C:35]4[C:30](=[CH:31][CH:32]=[CH:33][CH:34]=4)[NH:29][CH:28]=3)=[O:25])[C:9]2=[O:24])=[CH:16][CH:17]=1. Procedure details: 204 mg of {3-[4-(aminoiminomethyl)benzyl]-2,5-dioxopyrrolidin-1-yl}acetyl-L-tryptophan methyl ester are heated with 10 ml of 6N HCl for 3 min, then the mixture is evaporated to dryness and the residue is redistilled twice with water. The residue is taken up in a little water and freeze-dried. 68 mg of {3-[4-(aminoiminomethyl)benzyl]-2,5-dioxopyrrolidin-1-yl}acetyl-L-tryptophan are obtained. Reactants: O=C([O-])[O-], CS(=O)(=O)OCC1OC(=O)N(c2ccc(Cl)cc2)C1c1cc(F)cc(F)c1, Cc1ccc(-c2nn[nH]n2)cn1, [K+], [K+]. Product: Cc1ccc(-c2nnn(CC3OC(=O)N(c4ccc(Cl)cc4)C3c3cc(F)cc(F)c3)n2)cn1. Reaction SMILES: [C:40](=[O:41])([O-:42])[O-:43].[CH3:1][S:2]([O:3][CH2:6][CH:7]1[CH:8]([c:20]2[cH:21][c:22]([F:27])[cH:23][c:24]([F:26])[cH:25]2)[N:9]([c:13]2[cH:14][cH:15][c:16]([Cl:19])[cH:17][cH:18]2)[C:10](=[O:12])[O:11]1)(=[O:4])=[O:5].[CH3:28][c:29]1[n:30][cH:31][c:32](-[c:35]2[n:36][n:37][nH:38][n:39]2)[cH:33][cH:34]1.[K+:44].[K+:45]>>[CH2:6]([CH:7]1[CH:8]([c:20]2[cH:21][c:22]([F:27])[cH:23][c:24]([F:26])[cH:25]2)[N:9]([c:13]2[cH:14][cH:15][c:16]([Cl:19])[cH:17][cH:18]2)[C:10](=[O:12])[O:11]1)[n:37]1[n:36][c:35](-[c:32]2[cH:31][n:30][c:29]([CH3:28])[cH:34][cH:33]2)[n:39][n:38]1. Starting materials: ClC=1NC2=C(N1)C=CC=C2 (2-chlorobenzimidazole), [C@@H]1(CCCC2=CC=CC=C12)N ((S)-1,2,3,4-tetrahydro-1-naphthylamine). The solvent is C1(=CC=CC=C1)C (toluene). Yields the product N1=C(NC2=C1C=CC=C2)N[C@H]2CCCC1=CC=CC=C21 ((S)-N-(Benzimidazol-2-yl)-1,2,3,4-tetrahydro-1-naphthylamine), Cl (HCl). Reaction SMILES: [Cl:1][C:2]1[NH:3][C:4]2[CH:10]=[CH:9][CH:8]=[CH:7][C:5]=2[N:6]=1.[C@@H:11]1([NH2:21])[C:20]2[C:15](=[CH:16][CH:17]=[CH:18][CH:19]=2)[CH2:14][CH2:13][CH2:12]1>C1(C)C=CC=CC=1>[N:6]1[C:5]2[CH:7]=[CH:8][CH:9]=[CH:10][C:4]=2[NH:3][C:2]=1[NH:21][C@@H:11]1[C:20]2[C:15](=[CH:16][CH:17]=[CH:18][CH:19]=2)[CH2:14][CH2:13][CH2:12]1.[ClH:1]. Procedure details: The title compound was prepared from 2-chlorobenzimidazole and (S)-1,2,3,4-tetrahydro-1-naphthylamine by Procedure A (reflux in toluene for 2 days). The product was purified by preparative LCMS, added HCl and isolated as a HCl salt (white solid, mp 257-258° C.). MS(ES+) m/z 264 ([M+1]+, 100). The reactants are C(C)(C)(C)OC(NC=1COCC(N1)(C(F)F)C1=CC(=CC=C1)N=[N+]=[N-])=O ([5-(3-azido-phenyl)-5-difluoromethyl-5,6-dihydro-2H-[1,4]oxazin-3-yl]-carbamic acid tert-butyl ester). The reagents and catalysts are [Pd] (Pd/C). Solvent: C(C)O (ethanol), C1CCOC1 (THF). Yields the product C(C)(C)(C)OC(NC=1COCC(N1)(C(F)F)C1=CC(=CC=C1)N)=O ([5-(3-Amino-phenyl)-5-difluoromethyl-5,6-dihydro-2H-[1,4]oxazin-3-yl]-carbamic acid tert-butyl ester). Reaction SMILES: [C:1]([O:5][C:6](=[O:26])[NH:7][C:8]1[CH2:9][O:10][CH2:11][C:12]([C:17]2[CH:22]=[CH:21][CH:20]=[C:19]([N:23]=[N+]=[N-])[CH:18]=2)([CH:14]([F:16])[F:15])[N:13]=1)([CH3:4])([CH3:3])[CH3:2]>C(O)C.C1COCC1.[Pd]>[C:1]([O:5][C:6](=[O:26])[NH:7][C:8]1[CH2:9][O:10][CH2:11][C:12]([C:17]2[CH:22]=[CH:21][CH:20]=[C:19]([NH2:23])[CH:18]=2)([CH:14]([F:16])[F:15])[N:13]=1)([CH3:4])([CH3:2])[CH3:3]. Procedure: A solution of [5-(3-azido-phenyl)-5-difluoromethyl-5,6-dihydro-2H-[1,4]oxazin-3-yl]-carbamic acid tert-butyl ester (1.71 g, 4.65 mmol) in 22 ml ethanol and 12 ml THF was hydrogenated with Pd/C (10%) (3 hrs, r.t.) The mixture was filtered through Celite, and the filtrate was evaporated and the residue was purified by chromatography on silica gel (cyclohexane/ethyl acetate) to yield the title compound as colorless solid.